From a dataset of the Open Reaction Database (ORD), a public repository of structured organic reaction records. describe an organic reaction: reactants, conditions, products, and yield Reactants: O=C(Cl)c1ccccc1, CN1C2CCC1CN(c1ccc(C#Cc3ccc(N)cc3)nn1)C2, ClCCl, [Na+], [OH-]. The product is CN1C2CCC1CN(c1ccc(C#Cc3ccc(NC(=O)c4ccccc4)cc3)nn1)C2. Reaction SMILES: [C:25]([c:26]1[cH:27][cH:28][cH:29][cH:30][cH:31]1)(=[O:32])[Cl:33].[CH3:1][N:2]1[CH:3]2[CH2:4][N:5]([c:10]3[cH:11][cH:12][c:13]([C:16]#[C:17][c:18]4[cH:19][cH:20][c:21]([NH2:24])[cH:22][cH:23]4)[n:14][n:15]3)[CH2:6][CH:7]1[CH2:8][CH2:9]2.[Cl:36][CH2:37][Cl:38].[Na+:35].[OH-:34]>>[CH3:1][N:2]1[CH:3]2[CH2:4][N:5]([c:10]3[cH:11][cH:12][c:13]([C:16]#[C:17][c:18]4[cH:19][cH:20][c:21]([NH:24][C:25]([c:26]5[cH:27][cH:28][cH:29][cH:30][cH:31]5)=[O:32])[cH:22][cH:23]4)[n:14][n:15]3)[CH2:6][CH:7]1[CH2:8][CH2:9]2. The reactants are C1(CCCCC1)=O (cyclohexanone), O1CCOC12CCNCC2 (1,4-dioxa-8-aza-spiro[4.5]decane). Solvent: C(C)OCC (diethyl ether). Yields the product C1(=CCCCC1)N1CCC2(OCCO2)CC1 (8-cyclohex-1-enyl-1,4-dioxa-8-aza-spiro[4.5]decane). As a reaction SMILES: [C:1]1(=O)[CH2:6][CH2:5][CH2:4][CH2:3][CH2:2]1.[O:8]1[C:12]2([CH2:17][CH2:16][NH:15][CH2:14][CH2:13]2)[O:11][CH2:10][CH2:9]1>C(OCC)C>[C:1]1([N:15]2[CH2:16][CH2:17][C:12]3([O:11][CH2:10][CH2:9][O:8]3)[CH2:13][CH2:14]2)[CH2:6][CH2:5][CH2:4][CH2:3][CH:2]=1. Procedure: 54 ml (0.5 mole) of cyclohexanone together with 200 ml (1.5 mole) of 1,4-dioxa-8-aza-spiro[4.5]decane III were dissolved in 0.5 l of diethyl ether and stirred for half an hour to form the compound 8-cyclohex-1-enyl-1,4-dioxa-8-aza-spiro[4.5]decane IV. 31 ml of titanium tetrachloride in 0.5 l of n-hexane were then added dropwise at 0° C. within 60 minutes. After the addition the reaction mixture was heated slowly to 20° C. and stirred for a further 24 hours. The precipitate formed was filtered of... The reactants are C(C)(C)(C)N1N=CC2=C(C1=O)C=CC=N2 (6-t-butyl-pyrido[2,3-d]pyridazin-5(6H)-one). Reagents/catalysts: [Pt]=O (platinum oxide). The solvent is C(C)(=O)O (acetic acid). Run at time 7 hour. Product: C(C)(C)(C)N1N=CC2=C(C1=O)CCCN2 (6-Tert-butyl-1,2,3,4-tetrahydropyrido[2,3-d]-pyridazin-5(6H)-one). RXN SMILES: [C:1]([N:5]1[C:10](=[O:11])[C:9]2[CH:12]=[CH:13][CH:14]=[N:15][C:8]=2[CH:7]=[N:6]1)([CH3:4])([CH3:3])[CH3:2]>C(O)(=O)C.[Pt]=O>[C:1]([N:5]1[C:10](=[O:11])[C:9]2[CH2:12][CH2:13][CH2:14][NH:15][C:8]=2[CH:7]=[N:6]1)([CH3:4])([CH3:2])[CH3:3]. Reported procedure: In acetic acid (20 ml) was dissolved 6-t-butyl-pyrido[2,3-d]pyridazin-5(6H)-one (955 mg) followed by addition of platinum oxide (94 mg), and the mixture was stirred under hydrogen at room temperature for 7 hours. The catalyst was then filtered off, the filtrate was concentrated to dryness, and the residue was washed with diethyl ether and dried. White powder, 911 mg. 1H-NMR (CDCl3) δ: 1.63(9H,s), 1.8-2.0(2H,m), 2.54(2H,t,J=6.2Hz), 3.28(2H,t,J=5.4Hz), 4.24(1H,brs), 7.19(1H,s). The reactants are CN1C=NC(C1)C(=O)OC (methyl 1-methylimidazoline-4-carboxylate). Reagents/catalysts: [O-2].[O-2].[Mn+4] (manganese dioxide), [O-2].[O-2].[Mn+4] (manganese dioxide). The solvent is C(C)O (ethanol), C(Cl)(Cl)Cl (chloroform). Run at time 8 hour. Product: CN1C=NC(=C1)C(=O)OC (methyl 1-methylimidazole-4-carboxylate). RXN SMILES: [CH3:1][N:2]1[CH2:6][CH:5]([C:7]([O:9][CH3:10])=[O:8])[N:4]=[CH:3]1>C(O)C.C(Cl)(Cl)Cl.[O-2].[O-2].[Mn+4]>[CH3:1][N:2]1[CH:6]=[C:5]([C:7]([O:9][CH3:10])=[O:8])[N:4]=[CH:3]1 |f:3.4.5|. Procedure details: 19.0 g of manganese dioxide was added to a stirred solution of 4.7 g of 38D in ethanol-free, chloroform and the mixture was stirred overnight at room temperature. The mixture was heated at reflux for 1 hour, cooled, 9.5 g of manganese dioxide was added; the mixture was stirred at room temperature for 2 hours and at reflux for 30 minutes. The mixture was cooled and filtered and the filtrate was stripped of solvent to give methyl 1-methylimidazole-4-carboxylate (38E), as a yellow solid, m.p.: 72.5...